This data is from the Open Reaction Database (ORD), a public repository of structured organic reaction records. The task is: describe an organic reaction: reactants, conditions, products, and yield The reactants are FC1=CC=C(C=C1)N1C=NC=C1 (1-(4-fluorophenyl)-1H-imidazole), [F-].[Cs+] (cesium fluoride), C1(=CC=CC=C1)[As](C1=CC=CC=C1)C1=CC=CC=C1 (triphenylarsine), BrC=1C=CC=2N(C1)C(=CN2)C2=CC=C(C=C2)F (6-bromo-3-(4-fluorophenyl)-imidazo[1,2-a]pyridine), BrC=1C=CC=2N(C1)C(=CN2)C2=CC=C(C=C2)F (6-bromo-3-(4-fluorophenyl)-imidazo[1,2-a]pyridine). Reagents/catalysts: C(C)(=O)[O-].[Pd+2].C(C)(=O)[O-] (palladium(II)acetate). Run in CN(C)C=O (DMF), O (water). Conditions: temperature 140 celsius, time 24 hour. Yields the product FC1=CC=C(C=C1)C1=CN=C2N1C=C(C=C2)C=2N(C=NC2)C2=CC=C(C=C2)F (3-(4-Fluoro-phenyl)-6-[3-(4-fluoro-phenyl)-3H-imidazol-4-yl]-imidazol[1,2-a]pyridine). The yield is 31.3%. Reaction SMILES: [F:1][C:2]1[CH:7]=[CH:6][C:5]([N:8]2[CH:12]=[CH:11][N:10]=[CH:9]2)=[CH:4][CH:3]=1.[F-].[Cs+].C1([As](C2C=CC=CC=2)C2C=CC=CC=2)C=CC=CC=1.Br[C:35]1[CH:36]=[CH:37][C:38]2[N:39]([C:41]([C:44]3[CH:49]=[CH:48][C:47]([F:50])=[CH:46][CH:45]=3)=[CH:42][N:43]=2)[CH:40]=1>C([O-])(=O)C.[Pd+2].C([O-])(=O)C.O.CN(C=O)C>[F:50][C:47]1[CH:46]=[CH:45][C:44]([C:41]2[N:39]3[CH:40]=[C:35]([C:12]4[N:8]([C:5]5[CH:4]=[CH:3][C:2]([F:1])=[CH:7][CH:6]=5)[CH:9]=[N:10][CH:11]=4)[CH:36]=[CH:37][C:38]3=[N:43][CH:42]=2)=[CH:49][CH:48]=1 |f:1.2,5.6.7|. Reported procedure: To a flame-dried reaction flask were added at room temperature and under an argon atmosphere commercially available 1-(4-fluorophenyl)-1H-imidazole (69.6 mg, 429 μmol), palladium(II)acetate (9.64 mg, 42.9 μmol), cesium fluoride (130 mg, 859 μmol), triphenylarsine (26.3 mg, 85.9 μmol) and 6-bromo-3-(4-fluoro-phenyl)-imidazo[1,2-a]pyridine (intermediate E) (125 mg, 429 μmol). Afterwards DMF (2.15 ml) was added successively by syringe at room temperature and under a stream of argon. The resulting m... Reactants: C1(=CC=CC=C1)NN (phenylhydrazine), C(C1=CC=CC=C1)(=O)Cl (benzoyl chloride). Solvent: CCOCC (ether). Conditions: temperature 5 celsius. Product: C(C1=CC=CC=C1)(=O)NNC1=CC=CC=C1 (N-benzoyl-N′-phenylhydrazine). RXN SMILES: [C:1]1([NH:7][NH2:8])[CH:6]=[CH:5][CH:4]=[CH:3][CH:2]=1.[C:9](Cl)(=[O:16])[C:10]1[CH:15]=[CH:14][CH:13]=[CH:12][CH:11]=1>CCOCC>[C:9]([NH:8][NH:7][C:1]1[CH:6]=[CH:5][CH:4]=[CH:3][CH:2]=1)(=[O:16])[C:10]1[CH:15]=[CH:14][CH:13]=[CH:12][CH:11]=1. Procedure: A four neck flask (2 liters) equipped with a thermometer and a stirrer was charged with 216 g (2.0 mol) of phenylhydrazine and 1.5 liter of ether and cooled down to 5° C. Dropwise added thereto was 56.2 g (0.4 mol) of benzoyl chloride in 2 hours while stirring, and then the solution was heated to room temperature (20° C.) to continue stirring for 12 hours. Crystal was filtered off and washed sufficiently with deionized water and then dried under reduced pressure to obtain slightly brown crystal. RXN SMILES: [NH2:1][C:2]1[C:7]([NH2:8])=[C:6]([NH:9][C@@H:10]2[C@@H:15]3[CH2:16][C@@H:12]([CH:13]=[CH:14]3)[C@@H:11]2[C:17]([NH2:19])=[O:18])[C:5]([Cl:20])=[CH:4][N:3]=1.[N:21]([C:24]1[CH:36]=[CH:35][C:27]([CH2:28][N:29]2[CH2:34][CH2:33][O:32][CH2:31][CH2:30]2)=[CH:26][C:25]=1[O:37][CH3:38])=[C:22]=S>>[Cl:20][C:5]1[C:6]([NH:9][C@@H:10]2[C@@H:15]3[CH2:16][C@@H:12]([CH:13]=[CH:14]3)[C@@H:11]2[C:17]([NH2:19])=[O:18])=[C:7]2[N:8]=[C:22]([NH:21][C:24]3[CH:36]=[CH:35][C:27]([CH2:28][N:29]4[CH2:34][CH2:33][O:32][CH2:31][CH2:30]4)=[CH:26][C:25]=3[O:37][CH3:38])[NH:1][C:2]2=[N:3][CH:4]=1. The product is ClC=1C(=C2C(=NC1)NC(=N2)NC2=C(C=C(C=C2)CN2CCOCC2)OC)N[C@H]2[C@H]([C@@H]1C=C[C@H]2C1)C(=O)N ((1S,2S,3R,4R)-3-[6-Chloro-2-(2-methoxy-4-morpholin-4-ylmethyl-phenylamino)-3H-imidazo[4,5-b]pyridine-7-ylamino]-bicyclo[2.2.1]hept-5-ene-2-carboxylic acid amide). Procedure: In a similar fashion as for the synthesis of Compound LXVII, (1S,2S,3R,4R)-3-(2,3-Diamino-5-chloro-pyridin-4-ylamino)-bicyclo[2.2.1]hept-5-ene-2-carboxylic acid amide was reacted with 4-(4-isothiocyanato-3-methoxybenzyl)-morpholine to afford the title compound as a tan solid (11%). 1H NMR (d-6 DMSO): 10.0 (br m, 1H), 8.78 (m, 1H), 8.62 (m, 1H), 7.86 (m, 2H), 7.36 (m, 1H), 7.25 (m, 1H), 7.10 (m, 1H), 6.43 (m, 2H), 5.08 (m, 1H), 4.34 (m, 2H), 3.98 (s, 3H), 3.29 (m, 4H), 3.12 (m, 4H), 2.92 (s, 1H),... Starting materials: NC1=NC=C(C(=C1N)N[C@H]1[C@H]([C@@H]2C=C[C@H]1C2)C(=O)N)Cl ((1S,2S,3R,4R)-3-(2,3-Diamino-5-chloro-pyridin-4-ylamino)-bicyclo[2.2.1]hept-5-ene-2-carboxylic acid amide), N(=C=S)C1=C(C=C(CN2CCOCC2)C=C1)OC (4-(4-isothiocyanato-3-methoxybenzyl)-morpholine). The yield is 11.0%. Reactants: CCCCC1CCNCC1, CC(CCl)Cn1c(=O)sc2ccccc21, [I-], [K+], [K+], [Na+], O=C([O-])[O-]. Product: CCCCC1CCN(CC(C)Cn2c(=O)sc3ccccc32)CC1. As a reaction SMILES: [CH2:1]([CH2:2][CH2:3][CH3:4])[CH:5]1[CH2:6][CH2:7][NH:8][CH2:9][CH2:10]1.[Cl:11][CH2:12][CH:13]([CH2:14][n:15]1[c:16](=[O:24])[s:17][c:18]2[c:19]1[cH:20][cH:21][cH:22][cH:23]2)[CH3:25].[I-:26].[K+:28].[K+:29].[Na+:27].[O-:30][C:31]([O-:32])=[O:33]>>[CH2:1]([CH2:2][CH2:3][CH3:4])[CH:5]1[CH2:6][CH2:7][N:8]([CH2:12][CH:13]([CH2:14][n:15]2[c:16](=[O:24])[s:17][c:18]3[c:19]2[cH:20][cH:21][cH:22][cH:23]3)[CH3:25])[CH2:9][CH2:10]1. The reactants are OC1=CC(=CC2=C1OC1=C2CN(CC1)C(=O)OC(C)(C)C)OC1=CC=CC=C1 (tert-butyl 6-hydroxy-8-phenoxy-3,4-dihydrobenzofuro[3,2-c]pyridine-2(1H)-carboxylate), COC (methyl ether). Product: COC1=CC(=CC2=C1OC1=C2CN(CC1)C(=O)OC(C)(C)C)OC1=CC=CC=C1 (tert-butyl 6-methoxy-8-phenoxy-3,4-dihydrobenzofuro[3,2-c]pyridine-2(1H)-carboxylate). The yield is 78.0%. As a reaction SMILES: [OH:1][C:2]1[C:7]2[O:8][C:9]3[CH2:14][CH2:13][N:12]([C:15]([O:17][C:18]([CH3:21])([CH3:20])[CH3:19])=[O:16])[CH2:11][C:10]=3[C:6]=2[CH:5]=[C:4]([O:22][C:23]2[CH:28]=[CH:27][CH:26]=[CH:25][CH:24]=2)[CH:3]=1.[CH3:29]OC>>[CH3:29][O:1][C:2]1[C:7]2[O:8][C:9]3[CH2:14][CH2:13][N:12]([C:15]([O:17][C:18]([CH3:21])([CH3:20])[CH3:19])=[O:16])[CH2:11][C:10]=3[C:6]=2[CH:5]=[C:4]([O:22][C:23]2[CH:24]=[CH:25][CH:26]=[CH:27][CH:28]=2)[CH:3]=1. Procedure details: The product of step C was converted to the methyl ether derivative following the procedure of Example 54, step B. Purification by flash column chromatography (SiO2, 17:3 hexane/ethyl acetate) provided tert-butyl 6-methoxy-8-phenoxy-3,4-dihydrobenzofuro[3,2-c]pyridine-2(1H)-carboxylate (20 mg, 78%) as a colorless oil: 1H NMR (CDCl3, 400 MHz) δ 7.36-7.29 (m, 2H), 7.11-7.04 (m, 1H), 7.02-6.95 (m, 2H), 6.63 (s, 1H), 6.56 (d, J=2.0 Hz, 1H), 4.46 (s, 2H), 4.00 (s, 3H), 3.82 (s, 2H), 2.86 (s, 2H), 1.50... Reactants: C(CCC)C1CCC(CC1)C(CO)CO (2-(4'-butylcyclohexyl) propane-1,3-diol), C(#N)C1=CC=C(C=O)C=C1 (4-cyanobenzaldehyde), CC=1C=CC(=CC1)S(=O)(=O)O (TsOH), O (water). The solvent is ClCCl (dichloromethane). Yields the product C(#N)C1=CC=C(C=C1)[C@@H]1OC[C@H](CO1)[C@@H]1CC[C@H](CC1)CCCC (trans-2-(4'-cyanophenyl)-5-(trans-4'-butylcyclohexyl)-1,3-dioxane). Isolated yield 20.0%. As a reaction SMILES: [CH2:1]([CH:5]1[CH2:10][CH2:9][CH:8]([CH:11]([CH2:14][OH:15])[CH2:12][OH:13])[CH2:7][CH2:6]1)[CH2:2][CH2:3][CH3:4].[C:16]([C:18]1[CH:25]=[CH:24][C:21]([CH:22]=O)=[CH:20][CH:19]=1)#[N:17].CC1C=CC(S(O)(=O)=O)=CC=1.O>ClCCl>[C:16]([C:18]1[CH:25]=[CH:24][C:21]([C@H:22]2[O:13][CH2:12][C@H:11]([C@H:8]3[CH2:7][CH2:6][C@H:5]([CH2:1][CH2:2][CH2:3][CH3:4])[CH2:10][CH2:9]3)[CH2:14][O:15]2)=[CH:20][CH:19]=1)#[N:17]. Reported procedure: In dichloromethane, 4.6 g (0.02 mol) of 2-(4'-butylcyclohexyl) propane-1,3-diol, 3.2 g (0.024 mol) of 4-cyanobenzaldehyde, and 0.1 g of TsOH were refluxed for three hours over a hot water bath fitted with a Dean-Stark trap and the water formed was continuously removed from the reaction system. The reaction solution was washed with water and the dichloromethane was distilled off. The distillation residue was recrystallized from a solvent mixture of acetone and methanol to yield 1.1 g (0.004 mol) ...